Dataset: the Open Reaction Database (ORD), a public repository of structured organic reaction records. Task: describe an organic reaction: reactants, conditions, products, and yield The reactants are O1CCCC1 (tetrahydrofuran), CC(C)([O-])C.[K+] (potassium-tert-butoxide), O=C1N(C=CC=C1)C1=CC=C(C=O)C=C1 (4-(1,2-dihydro-2-oxo-1-pyridyl)benzaldehyde), [Cl-].C(=O)(O)CC[P+](C1=CC=CC=C1)(C1=CC=CC=C1)C1=CC=CC=C1 (β-carboxyethyltriphenyl phosphonium chloride), O1CCCC1 (tetrahydrofuran). Run in O (water). Conditions: temperature -50 celsius, time 10 hour. Yields the product O=C1N(C=CC=C1)C1=CC=C(C=C1)/C=C/CC(=O)O ((E)-4-(4-(1,2-dihydro-2-oxo-1-pyridyl)phenyl)-3-butenoic acid). Yield: 77.0%. Reaction SMILES: [O:1]=[C:2]1[CH:7]=[CH:6][CH:5]=[CH:4][N:3]1[C:8]1[CH:15]=[CH:14][C:11]([CH:12]=O)=[CH:10][CH:9]=1.[Cl-].[C:17]([CH2:20][CH2:21][P+](C1C=CC=CC=1)(C1C=CC=CC=1)C1C=CC=CC=1)([OH:19])=[O:18].O1CCCC1.CC(C)([O-])C.[K+]>O>[O:1]=[C:2]1[CH:7]=[CH:6][CH:5]=[CH:4][N:3]1[C:8]1[CH:15]=[CH:14][C:11](/[CH:12]=[CH:21]/[CH2:20][C:17]([OH:19])=[O:18])=[CH:10][CH:9]=1 |f:1.2,4.5|. Procedure details: 3.00 g of 4-(1,2-dihydro-2-oxo-1-pyridyl)benzaldehyde and 6.15 of β-carboxyethyltriphenyl phosphonium chloride were suspended into 30 ml of tetrahydrofuran, cooled to -50° C. and stirred. 20 ml of a tetrahydrofuran solution of 3.72 g of potassium-tert-butoxide was dropped and the temperature was gradually raised to 0° C. After 10 hours, iced water was added and the aqueous layer was washed with ether. The aqueous-layer was adjusted to about pH 3 with concentrated hydrochloric acid, and deposited... Starting materials: [N+](=O)(OCCCCC)[O-] (amyl nitrate), C(Br)(Br)Br (bromoform), NC=1SC(=CN1)C(=O)OC (2-amino-5-methoxycarbonylthiazole). Yields the product BrC=1SC(=CN1)C(=O)OC (2-bromo-5-methoxycarbonylthiazole). Reaction SMILES: [N+]([O-])(OCCCCC)=O.[CH:10]([Br:13])(Br)Br.NC1[S:16][C:17]([C:20]([O:22][CH3:23])=[O:21])=[CH:18][N:19]=1>>[Br:13][C:10]1[S:16][C:17]([C:20]([O:22][CH3:23])=[O:21])=[CH:18][N:19]=1. Procedure details: A mixture containing 100 g. of amyl nitrate and 600 ml. of bromoform is warmed to 70° C and then a total of 100 g. of 2-amino-5-methoxycarbonylthiazole is added portionwise with rapid stirring while maintaining the temperature at about 95°-100° C. The mixture is then stirred for an additional ten minutes at this temperature and then the bromoform is distilled off under vacuum. The residue is chromatographed on silica gel yielding 2-bromo-5-methoxycarbonylthiazole. Reactants: FC1=CC=C(C=C1)C(C#N)CCN(C(C)C)C(C)C (α-(p-fluorophenyl)-α-[2-(diisopropylamino)ethyl]acetonitrile), ClCCN(C(C)C)C(C)C (2-chloro-N,N-diisopropylethylamine), ClCCN(C)C (2-chloro-N,N-dimethylethylamine), C(C)(C)N(CCC(C#N)C1=CC=CC=C1)C(C)C (α-[2-(diisopropylamino)ethyl]-α-phenylacetonitrile). RXN SMILES: [F:1][C:2]1[CH:7]=[CH:6][C:5]([CH:8]([CH2:11][CH2:12][N:13]([CH:17]([CH3:19])[CH3:18])[CH:14]([CH3:16])[CH3:15])[C:9]#[N:10])=[CH:4][CH:3]=1.Cl[CH2:21][CH2:22][N:23]([CH3:25])[CH3:24].C(N(C(C)C)CCC(C1C=CC=CC=1)C#N)(C)C.ClCCN(C(C)C)C(C)C>>[F:1][C:2]1[CH:3]=[CH:4][C:5]([C:8]([CH2:11][CH2:12][N:13]([CH:17]([CH3:19])[CH3:18])[CH:14]([CH3:15])[CH3:16])([CH2:21][CH2:22][N:23]([CH3:25])[CH3:24])[C:9]#[N:10])=[CH:6][CH:7]=1. Yields the product FC1=CC=C(C=C1)C(C#N)(CCN(C)C)CCN(C(C)C)C(C)C (α-(p-fluorophenyl)-α-[2-(diisopropylamino)ethyl]-α-[2-(dimethylamino)ethyl]acetonitrile). Procedure details: Substitution of equivalent quantities of α-(p-fluorophenyl)-α-[2-(diisopropylamino)ethyl]acetonitrile and 2-chloro-N,N-dimethylethylamine for α-[2-(diisopropylamino)ethyl]-α-phenylacetonitrile and 2-chloro-N,N-diisopropylethylamine called for respectively in the procedure of Example 2, Method B, there is obtained α-(p-fluorophenyl)-α-[2-(diisopropylamino)ethyl]-α-[2-(dimethylamino)ethyl]acetonitrile, as an oil. Reactants: C1=CC=CC=2C3=CC=CC=C3CC12 (fluorene), C(C1=CC=CC=C1)(=O)O (benzoic acid), C1=CC=CC=2C3=CC=CC=C3CC12 (fluorene). Run in polyphosphoric acid. Yields the product C(C1=CC=CC=C1)(=O)C1=CC=2CC3=CC(=CC=C3C2C=C1)C(C1=CC=CC=C1)=O (2,7-dibenzoylfluorene). As a reaction SMILES: [CH:1]1[C:13]2[CH2:12][C:11]3[C:6](=[CH:7][CH:8]=[CH:9][CH:10]=3)[C:5]=2[CH:4]=[CH:3][CH:2]=1.[C:14]([OH:22])(=O)[C:15]1[CH:20]=[CH:19][CH:18]=[CH:17][CH:16]=1>>[C:14]([C:9]1[CH:8]=[CH:7][C:6]2[C:5]3[C:13](=[CH:1][C:2]([C:14](=[O:22])[C:15]4[CH:16]=[CH:17][CH:18]=[CH:19][CH:20]=4)=[CH:3][CH:4]=3)[CH2:12][C:11]=2[CH:10]=1)(=[O:22])[C:15]1[CH:20]=[CH:19][CH:18]=[CH:17][CH:16]=1. Procedure: The compound 2,7-bis(dimethylphenylcarbyl) fluorene, which is believed to be a new compound, was prepared by reacting benzoic acid with fluorene in hot polyphosphoric acid at about 100° C. to yield 2,7-dibenzoylfluorene which is then reacted with trimethyl aluminum in boiling toluene. Starting materials: CCCCOC(C)Oc1ccc(-c2ccc3c(c2)C=C(C(=O)OC)CCN3Cc2csc(C)n2)cc1, CO, Cl, C1CCOC1, O. The product is CCCCOC(C)Oc1ccc(-c2ccc3c(c2)C=C(C(=O)O)CCN3Cc2csc(C)n2)cc1. Reaction SMILES: [CH2:1]([CH2:2][CH2:3][CH3:4])[O:5][CH:6]([CH3:7])[O:8][c:9]1[cH:10][cH:11][c:12](-[c:15]2[cH:16][cH:17][c:18]3[c:19]([cH:36]2)[CH:20]=[C:21]([C:32](=[O:33])[O:34][CH3:35])[CH2:22][CH2:23][N:24]3[CH2:25][c:26]2[n:27][c:28]([CH3:31])[s:29][cH:30]2)[cH:13][cH:14]1.[CH3:44][OH:45].[ClH:38].[O:39]1[CH2:40][CH2:41][CH2:42][CH2:43]1.[OH2:37]>>[CH2:1]([CH2:2][CH2:3][CH3:4])[O:5][CH:6]([CH3:7])[O:8][c:9]1[cH:10][cH:11][c:12](-[c:15]2[cH:16][cH:17][c:18]3[c:19]([cH:36]2)[CH:20]=[C:21]([C:32](=[O:33])[OH:34])[CH2:22][CH2:23][N:24]3[CH2:25][c:26]2[n:27][c:28]([CH3:31])[s:29][cH:30]2)[cH:13][cH:14]1. The reactants are [Al+3], COC(=O)c1cc(N)ccc1C(C)(C)C, C1CCOC1, [H-], [H-], [H-], [H-], [Li+], O. The product is CC(C)(C)c1ccc(N)cc1CO. As a reaction SMILES: [Al+3:17].[C:1]([CH3:2])([CH3:3])([CH3:4])[c:5]1[c:6]([C:7](=[O:8])[O:9][CH3:10])[cH:11][c:12]([NH2:15])[cH:13][cH:14]1.[CH2:22]1[O:23][CH2:24][CH2:25][CH2:26]1.[H-:16].[H-:19].[H-:20].[H-:21].[Li+:18].[OH2:27]>>[C:1]([CH3:2])([CH3:3])([CH3:4])[c:5]1[c:6]([CH2:7][OH:8])[cH:11][c:12]([NH2:15])[cH:13][cH:14]1. Starting materials: CC1CN(c2cccc(B3OC(C)(C)C(C)(C)O3)c2)CC(C)O1, COCCOC, ClCCl, CC(C)(C)OC(=O)NC1(c2ccc(-n3c(-c4cccnc4N)nc4ccc(Cl)nc43)cc2)CCC1, [Na+], [OH-]. Product: CC1CN(c2cccc(-c3ccc4nc(-c5cccnc5N)n(-c5ccc(C6(NC(=O)OC(C)(C)C)CCC6)cc5)c4n3)c2)CC(C)O1. RXN SMILES: [CH3:36][CH:37]1[O:38][CH:39]([CH3:58])[CH2:40][N:41]([c:43]2[cH:44][c:45]([B:49]3[O:50][C:51]([CH3:52])([CH3:53])[C:54]([CH3:55])([CH3:56])[O:57]3)[cH:46][cH:47][cH:48]2)[CH2:42]1.[CH3:61][O:62][CH2:63][CH2:64][O:65][CH3:66].[Cl:67][CH2:68][Cl:69].[NH2:1][c:2]1[n:3][cH:4][cH:5][cH:6][c:7]1-[c:8]1[n:9][c:10]2[c:11]([n:12][c:13]([Cl:16])[cH:14][cH:15]2)[n:17]1-[c:18]1[cH:19][cH:20][c:21]([C:24]2([NH:28][C:29]([O:30][C:31]([CH3:32])([CH3:33])[CH3:34])=[O:35])[CH2:25][CH2:26][CH2:27]2)[cH:22][cH:23]1.[Na+:60].[OH-:59]>>[NH2:1][c:2]1[n:3][cH:4][cH:5][cH:6][c:7]1-[c:8]1[n:9][c:10]2[c:11]([n:12][c:13](-[c:45]3[cH:44][c:43]([N:41]4[CH2:40][CH:39]([CH3:58])[O:38][CH:37]([CH3:36])[CH2:42]4)[cH:48][cH:47][cH:46]3)[cH:14][cH:15]2)[n:17]1-[c:18]1[cH:19][cH:20][c:21]([C:24]2([NH:28][C:29]([O:30][C:31]([CH3:32])([CH3:33])[CH3:34])=[O:35])[CH2:25][CH2:26][CH2:27]2)[cH:22][cH:23]1. Yields the product Br.C(C)N(CCCCC1=CC=C(C=C1)NS(=O)(=O)C)CCCCCCC (N-[4-[4-(ethylheptylamino)butyl]phenyl]methanesulfonamide monohydrobromide). Procedure details: N-[4-[4-(ethylheptylamino)butyl]phenyl]methanesulfonamide (5.56 g, 0.015 mol), prepared according to the general procedure outlined in Example 1, was dissolved in diethyl ether. The solution was cooled with a dry ice/acetone bath and diethyl ether saturated with hydrogen bromide gas was added thereto. The volatiles were evaporated under reduced pressure and 100 ml of ethyl acetate was added to the residue. The solution was triturated and appoximately 6 grams of crystals were collected. The solid... Starting materials: C(C)N(CCCCC1=CC=C(C=C1)NS(=O)(=O)C)CCCCCCC (N-[4-[4-(ethylheptylamino)butyl]phenyl]methanesulfonamide), Br (hydrogen bromide). Reaction SMILES: [CH2:1]([N:3]([CH2:19][CH2:20][CH2:21][CH2:22][CH2:23][CH2:24][CH3:25])[CH2:4][CH2:5][CH2:6][CH2:7][C:8]1[CH:13]=[CH:12][C:11]([NH:14][S:15]([CH3:18])(=[O:17])=[O:16])=[CH:10][CH:9]=1)[CH3:2].[BrH:26]>C(OCC)C>[BrH:26].[CH2:1]([N:3]([CH2:19][CH2:20][CH2:21][CH2:22][CH2:23][CH2:24][CH3:25])[CH2:4][CH2:5][CH2:6][CH2:7][C:8]1[CH:9]=[CH:10][C:11]([NH:14][S:15]([CH3:18])(=[O:16])=[O:17])=[CH:12][CH:13]=1)[CH3:2] |f:3.4|. The solvent is C(C)OCC (diethyl ether), C(C)OCC (diethyl ether). Yield: 37.0%. The reactants are [OH-].[Na+] (sodium hydroxide), ClC1=C(CN2C(=NC3=C2C=C(C=C3)C=CC(=O)OC)C)C=CC=C1 (methyl 1-(2-chlorobenzyl)-2-methylbenzimidazole-6-acrylate), Cl (hydrochloric acid). Run in C(C)O (ethanol). Product: ClC1=C(CN2C(=NC3=C2C=C(C=C3)C=CC(=O)O)C)C=CC=C1 (1-(2-chlorobenzyl)-2-methylbenzimidazole-6-acrylic acid). Isolated yield 34.9%. Reaction SMILES: [Cl:1][C:2]1[CH:24]=[CH:23][CH:22]=[CH:21][C:3]=1[CH2:4][N:5]1[C:9]2[CH:10]=[C:11]([CH:14]=[CH:15][C:16]([O:18]C)=[O:17])[CH:12]=[CH:13][C:8]=2[N:7]=[C:6]1[CH3:20].[OH-].[Na+].Cl>C(O)C>[Cl:1][C:2]1[CH:24]=[CH:23][CH:22]=[CH:21][C:3]=1[CH2:4][N:5]1[C:9]2[CH:10]=[C:11]([CH:14]=[CH:15][C:16]([OH:18])=[O:17])[CH:12]=[CH:13][C:8]=2[N:7]=[C:6]1[CH3:20] |f:1.2|. Procedure: The above-mentioned crude methyl 1-(2-chlorobenzyl)-2-methylbenzimidazole-6-acrylate (3.29 g) was dissolved in 20 ml of ethanol, and 10.1 g of a 5% sodium hydroxide aqueous solution were added thereto. The mixture was refluxed for 2 hours. The reaction solution was neutralized with a hydrochloric acid aqueous solution. The solvent was distilled off under reduced pressure, and the residue was purified through silica-gel chromatography (eluent: a mixture of chloroform and methanol at a ratio of fr... Starting materials: C(=O)(OC(C)(C)C)N1[C@@H](CCC1)COC=1C=NC(=C(C1)Br)Cl (3-(1-BOC-2-(S)-pyrrolidinylmethoxy)-5-bromo-6-chloropyridine), C(C=C)[Sn](CCCC)(CCCC)CCCC (allyltributyltin). Reagents/catalysts: C=1C=CC(=CC1)[P](C=2C=CC=CC2)(C=3C=CC=CC3)[Pd]([P](C=4C=CC=CC4)(C=5C=CC=CC5)C=6C=CC=CC6)([P](C=7C=CC=CC7)(C=8C=CC=CC8)C=9C=CC=CC9)[P](C=1C=CC=CC1)(C=1C=CC=CC1)C=1C=CC=CC1 (tetrakis(triphenylphosphine)palladium). Solvent: C1(=CC=CC=C1)C (toluene). The product is C(C=C)C=1C=C(C=NC1Cl)OC[C@H]1N(CCC1)C(=O)OC(C)(C)C (5-Allyl-3-(1-BOC-2-(S)-pyrrolidinylmethoxy)-6-chloropyridine). Isolated yield 110.3%. Reaction SMILES: [C:1]([N:8]1[CH2:12][CH2:11][CH2:10][C@H:9]1[CH2:13][O:14][C:15]1[CH:16]=[N:17][C:18]([Cl:22])=[C:19](Br)[CH:20]=1)([O:3][C:4]([CH3:7])([CH3:6])[CH3:5])=[O:2].[CH2:23]([Sn](CCCC)(CCCC)CCCC)[CH:24]=[CH2:25]>C1(C)C=CC=CC=1.C1C=CC([P]([Pd]([P](C2C=CC=CC=2)(C2C=CC=CC=2)C2C=CC=CC=2)([P](C2C=CC=CC=2)(C2C=CC=CC=2)C2C=CC=CC=2)[P](C2C=CC=CC=2)(C2C=CC=CC=2)C2C=CC=CC=2)(C2C=CC=CC=2)C2C=CC=CC=2)=CC=1>[CH2:25]([C:19]1[CH:20]=[C:15]([O:14][CH2:13][C@@H:9]2[CH2:10][CH2:11][CH2:12][N:8]2[C:1]([O:3][C:4]([CH3:7])([CH3:6])[CH3:5])=[O:2])[CH:16]=[N:17][C:18]=1[Cl:22])[CH:24]=[CH2:23] |^1:49,51,70,89|. Procedure: 3-(1-BOC-2-(S)-pyrrolidinylmethoxy)-5-bromo-6-chloropyridine (2.0 g, 5.14 mmol) in toluene (15 mL) was added tetrakis(triphenylphosphine)palladium (15 mg) and allyltributyltin (3.2 mL, 10.2 mmol). The mixture was stirred and refluxed for 16 h. Solvent was evaporated and the residue was chromatographed (silica gel; hexane/EtOAc, 5:1 to 1:1) to afford an oil (2.0 g, 100%): 1H NMR (CDCl3, 300 MHz) δ 1.24-1.40 (m, 2H), 1.46 (s, 9H), 1.62 (m, 1H), 1.88 (m, 1H), 2.02 (m, 1H), 3.38 (m, 1H), 3.45 (d, 2H...